Dataset: the Open Reaction Database (ORD), a public repository of structured organic reaction records. Task: describe an organic reaction: reactants, conditions, products, and yield Starting materials: ClCCl, CN1CCOCC1, O=C(Cl)Oc1ccc(Cl)cc1, CC(COc1ccc(C#N)cc1)NC(=O)CC1CCCC1N, O. The product is CC(COc1ccc(C#N)cc1)NC(=O)CC1CCCC1NC(=O)Oc1ccc(Cl)cc1. Reaction SMILES: [CH2:42]([Cl:43])[Cl:44].[CH3:1][N:2]1[CH2:3][CH2:4][O:5][CH2:6][CH2:7]1.[Cl:8][C:9](=[O:10])[O:11][c:12]1[cH:13][cH:14][c:15]([Cl:18])[cH:16][cH:17]1.[NH2:19][CH:20]1[CH:21]([CH2:25][C:26](=[O:27])[NH:28][CH:29]([CH2:30][O:31][c:32]2[cH:33][cH:34][c:35]([C:38]#[N:39])[cH:36][cH:37]2)[CH3:40])[CH2:22][CH2:23][CH2:24]1.[OH2:41]>>[C:9](=[O:10])([O:11][c:12]1[cH:13][cH:14][c:15]([Cl:18])[cH:16][cH:17]1)[NH:19][CH:20]1[CH:21]([CH2:25][C:26](=[O:27])[NH:28][CH:29]([CH2:30][O:31][c:32]2[cH:33][cH:34][c:35]([C:38]#[N:39])[cH:36][cH:37]2)[CH3:40])[CH2:22][CH2:23][CH2:24]1. Reactants: BrC1=CC=C2C=NC(=NN21)NC2=CC=C(C=C2)N2CCN(CC2)C ((7-Bromo-pyrrolo[2,1-f][1,2,4]triazin-2-yl)-[4-(4-methyl-piperazin-1-yl)-phenyl]-amine), BrC1=CC=C2C=NC(=NN21)NC2=CC(=CC=C2)N2CCN(CC2)C ((7-Bromo-pyrrolo[2,1-f][1,2,4]triazin-2-yl)-[3-(4-methyl-piperazin-1-yl)-phenyl]-amine). The product is CN1CCN(CC1)C=1C=C(C=CC1)NC1=NN2C(C=N1)=CC=C2NCC=2C=NC=CC2 (N-(2)-[3-(4-Methyl-piperazin-1-yl)-phenyl]-N(7)-pyridin-3-ylmethyl-pyrrolo[2,1-f][1,2,4]triazine-2,7-diamine), solid. The yield is 60.0%. As a reaction SMILES: Br[C:2]1[N:10]2[C:5]([CH:6]=[N:7][C:8](NC3C=CC(N4CCN(C)CC4)=CC=3)=N2)=[CH:4][CH:3]=1.Br[C:26]1[N:34]2[C:29]([CH:30]=[N:31][C:32]([NH:35][C:36]3[CH:41]=[CH:40][CH:39]=[C:38]([N:42]4[CH2:47][CH2:46][N:45]([CH3:48])[CH2:44][CH2:43]4)[CH:37]=3)=[N:33]2)=[CH:28][CH:27]=1>>[CH3:48][N:45]1[CH2:46][CH2:47][N:42]([C:38]2[CH:37]=[C:36]([NH:35][C:32]3[N:31]=[CH:30][C:29]4=[CH:28][CH:27]=[C:26]([NH:10][CH2:2][C:3]5[CH:8]=[N:7][CH:6]=[CH:5][CH:4]=5)[N:34]4[N:33]=3)[CH:41]=[CH:40][CH:39]=2)[CH2:43][CH2:44]1. Procedure details: The titled compound was prepared in an analogous fashion to Example 1164 replacing (7-Bromo-pyrrolo[2,1-f][1,2,4]triazin-2-yl)-[4-(4-methyl-piperazin-1-yl)-phenyl]-amine with (7-Bromo-pyrrolo[2,1-f][1,2,4]triazin-2-yl)-[3-(4-methyl-piperazin-1-yl)-phenyl]-amine to give a yellow solid (65 mg, 60%). LCMS (E/I+) 415.19 (M+H). NMR 1H (DMSO-d6)-9.90 (bs, 1H), 1.41 (s, 1H), 8.73 (s, 1H), 8.62 (d, 1H, J=4.97 Hz), 8.4 (s, 1H), 8.06 (d, 1H, J=7.45 Hz), 7.61 (t, 1H, J=5.79 Hz), 7.48 (bs, 1H), 7.37 (d, 1H,... Reactants: C1CCOC1, CCCC(C)C, CCOC(C)=O, O=[N+]([O-])c1cn[nH]c1, CC(C)OC(=O)N=NC(=O)OC(C)C, CC(C)(C)OC(=O)N1CCC(O)CC1, c1ccc(P(c2ccccc2)c2ccccc2)cc1. The product is CC(C)(C)OC(=O)N1CCC(n2cc([N+](=O)[O-])cn2)CC1. Reaction SMILES: [CH2:56]1[O:57][CH2:58][CH2:59][CH2:60]1.[CH3:61][CH2:62][CH2:63][CH:64]([CH3:65])[CH3:66].[CH3:67][CH2:68][O:69][C:70]([CH3:71])=[O:72].[N+:15](=[O:16])([O-:17])[c:18]1[cH:19][n:20][nH:21][cH:22]1.[O:1]=[C:2]([O:3][CH:4]([CH3:5])[CH3:6])[N:7]=[N:8][C:9]([O:10][CH:11]([CH3:12])[CH3:13])=[O:14].[OH:23][CH:24]1[CH2:25][CH2:26][N:27]([C:30](=[O:31])[O:32][C:33]([CH3:34])([CH3:35])[CH3:36])[CH2:28][CH2:29]1.[c:37]1([P:38]([c:39]2[cH:40][cH:41][cH:42][cH:43][cH:44]2)[c:45]2[cH:46][cH:47][cH:48][cH:49][cH:50]2)[cH:51][cH:52][cH:53][cH:54][cH:55]1>>[N+:15](=[O:16])([O-:17])[c:18]1[cH:19][n:20][n:21]([CH:24]2[CH2:25][CH2:26][N:27]([C:30](=[O:31])[O:32][C:33]([CH3:34])([CH3:35])[CH3:36])[CH2:28][CH2:29]2)[cH:22]1. RXN SMILES: [O:1]1[CH:5]=[CH:4][CH:3]=[C:2]1[C:6]1[C:11](I)=[C:10]([S:13][CH3:14])[N:9]=[C:8]([NH2:15])[N:7]=1.[C:16](#[N:19])[CH:17]=[CH2:18].C(=O)([O-])[O-].[Cs+].[Cs+]>O1CCOCC1.Cl[Pd](Cl)([P](C1C=CC=CC=1)(C1C=CC=CC=1)C1C=CC=CC=1)[P](C1C=CC=CC=1)(C1C=CC=CC=1)C1C=CC=CC=1>[NH2:15][C:8]1[N:7]=[C:6]([C:2]2[O:1][CH:5]=[CH:4][CH:3]=2)[C:11](/[CH:18]=[CH:17]/[C:16]#[N:19])=[C:10]([S:13][CH3:14])[N:9]=1 |f:2.3.4,^1:34,53|. Run in O1CCOCC1 (dioxane). Reactants: ( 32 ), O1C(=CC=C1)C1=NC(=NC(=C1I)SC)N (4-furan-2-yl-5-iodo-6-methylsulfanyl-pyrimidin-2-ylamine), ( 56 ), C(C=C)#N (acrylonitrile), C([O-])([O-])=O.[Cs+].[Cs+] (cesium carbonate). The reagents and catalysts are Cl[Pd]([P](C1=CC=CC=C1)(C2=CC=CC=C2)C3=CC=CC=C3)([P](C4=CC=CC=C4)(C5=CC=CC=C5)C6=CC=CC=C6)Cl (bis(triphenylphosphine)palladium(II) chloride). Yields the product NC1=NC(=C(C(=N1)C=1OC=CC1)/C=C/C#N)SC ((E)-3-(2-Amino-4-furan-2-yl-6-methylsulfanyl-pyrimidin-5-yl)-acrylonitrile). Procedure details: From 4-furan-2-yl-5-iodo-6-methylsulfanyl-pyrimidin-2-ylamine, acrylonitrile, bis(triphenylphosphine)palladium(II) chloride and cesium carbonate in dioxane. EI-MS m/e (%): 258 (M+, 76), 241 ([M—NH3]+, 100), 150 (56), 114 (32). Yields the product ClC1=C(C#N)C=C(C(=C1)[N+](=O)[O-])NCC1CC2(CN(C(O2)=O)CC(C)(C)C)CCC1 (2-chloro-5-(((3-neopentyl-2-oxo-1-oxa-3-azaspiro[4.5]decan-7-yl)methyl)amino)-4-nitrobenzonitrile). Starting materials: BrC=1C(=CC(=C(C1)NCC1CC2(CN(C(O2)=O)CC(C)(C)C)CCC1)[N+](=O)[O-])Cl (7-(((5-bromo-4-chloro-2-nitrophenyl)amino)methyl)-3-neopentyl-1-oxa-3-azaspiro[4.5]decan-2-one), [Cu]C#N (copper (I) cyanide). Conditions: temperature 180 celsius, time 20 minute. As a reaction SMILES: Br[C:2]1[C:3]([Cl:29])=[CH:4][C:5]([N+:26]([O-:28])=[O:27])=[C:6]([NH:8][CH2:9][CH:10]2[CH2:25][CH2:24][CH2:23][C:12]3([O:16][C:15](=[O:17])[N:14]([CH2:18][C:19]([CH3:22])([CH3:21])[CH3:20])[CH2:13]3)[CH2:11]2)[CH:7]=1.[Cu][C:31]#[N:32]>CN(C=O)C.[Cl-].[Na+].O>[Cl:29][C:3]1[CH:4]=[C:5]([N+:26]([O-:28])=[O:27])[C:6]([NH:8][CH2:9][CH:10]2[CH2:25][CH2:24][CH2:23][C:12]3([O:16][C:15](=[O:17])[N:14]([CH2:18][C:19]([CH3:20])([CH3:21])[CH3:22])[CH2:13]3)[CH2:11]2)=[CH:7][C:2]=1[C:31]#[N:32] |f:3.4.5|. Reported procedure: A suspension containing 7-(((5-bromo-4-chloro-2-nitrophenyl)amino)methyl)-3-neopentyl-1-oxa-3-azaspiro[4.5]decan-2-one (0.260 g, 0.532 mmol) and copper (I) cyanide (0.333 g, 3.72 mmol) in DMF (2 mL) was subject to microwave heating at 180° C. for 1.5 h. The reaction was cooled to rt, diluted with brine solution, and stirred for 20 min. The mixture was filtered through a pad of celite, and the celite was washed with EtOAc. The combined filtrates were washed with EtOAc. The combined organics were ... Solvent: CN(C)C=O (DMF), [Cl-].[Na+].O (brine). The reactants are CC(=O)[O-], C=CCCC(OC)C(C)C(=O)NC(C(=O)NC(Cc1cccc(O[Si](C)(C)C(C)(C)C)c1)C(=O)N1CCCC(C(=O)OCC(Cl)(Cl)Cl)N1)C(C)C, [NH4+], C1CCOC1, O, [Zn]. Product: C=CCCC(OC)C(C)C(=O)NC(C(=O)NC(Cc1cccc(O[Si](C)(C)C(C)(C)C)c1)C(=O)N1CCCC(C(=O)O)N1)C(C)C. As a reaction SMILES: [CH3:53][C:54](=[O:55])[O-:56].[Cl:1][C:2]([Cl:3])([Cl:50])[CH2:51][O:4][C:5](=[O:6])[CH:7]1[NH:8][N:9]([C:13]([CH:14]([CH2:15][c:16]2[cH:17][c:18]([O:22][Si:23]([CH3:24])([CH3:25])[C:26]([CH3:27])([CH3:28])[CH3:29])[cH:19][cH:20][cH:21]2)[NH:30][C:31]([CH:32]([CH:33]([CH3:34])[CH3:35])[NH:36][C:37]([CH:38]([CH:39]([CH2:40][CH2:41][CH:42]=[CH2:43])[O:44][CH3:45])[CH3:46])=[O:47])=[O:48])=[O:49])[CH2:10][CH2:11][CH2:12]1.[NH4+:52].[O:57]1[CH2:58][CH2:59][CH2:60][CH2:61]1.[OH2:62].[Zn:63]>>[O:4]=[C:5]([OH:6])[CH:7]1[NH:8][N:9]([C:13]([CH:14]([CH2:15][c:16]2[cH:17][c:18]([O:22][Si:23]([CH3:24])([CH3:25])[C:26]([CH3:27])([CH3:28])[CH3:29])[cH:19][cH:20][cH:21]2)[NH:30][C:31]([CH:32]([CH:33]([CH3:34])[CH3:35])[NH:36][C:37]([CH:38]([CH:39]([CH2:40][CH2:41][CH:42]=[CH2:43])[O:44][CH3:45])[CH3:46])=[O:47])=[O:48])=[O:49])[CH2:10][CH2:11][CH2:12]1. Reactants: O=[N+]([O-])c1ccc(Br)cn1, O=C([O-])[O-], CN(C)C=O, [Cs+], [Cs+], NC(=O)c1ccc(O)cc1. Yields the product NC(=O)c1ccc(Oc2ccc([N+](=O)[O-])nc2)cc1. RXN SMILES: [Br:17][c:18]1[cH:19][cH:20][c:21]([N+:24](=[O:25])[O-:26])[n:22][cH:23]1.[C:11](=[O:12])([O-:13])[O-:14].[CH3:27][N:28]([CH3:29])[CH:30]=[O:31].[Cs+:15].[Cs+:16].[OH:1][c:2]1[cH:3][cH:4][c:5]([C:6](=[O:7])[NH2:8])[cH:9][cH:10]1>>[O:1]([c:2]1[cH:3][cH:4][c:5]([C:6](=[O:7])[NH2:8])[cH:9][cH:10]1)[c:18]1[cH:19][cH:20][c:21]([N+:24](=[O:25])[O-:26])[n:22][cH:23]1.